From a dataset of the Open Reaction Database (ORD), a public repository of structured organic reaction records. describe an organic reaction: reactants, conditions, products, and yield Reactants: CC(=O)Cl, Nc1ccc(-c2ccc(Br)cc2)cc1, c1ccncc1. Yields the product CC(=O)Nc1ccc(-c2ccc(Br)cc2)cc1. RXN SMILES: [CH3:15][C:16]([Cl:17])=[O:18].[NH2:1][c:2]1[cH:3][cH:4][c:5](-[c:8]2[cH:9][cH:10][c:11]([Br:14])[cH:12][cH:13]2)[cH:6][cH:7]1.[cH:19]1[cH:20][cH:21][n:22][cH:23][cH:24]1>>[NH:1]([c:2]1[cH:3][cH:4][c:5](-[c:8]2[cH:9][cH:10][c:11]([Br:14])[cH:12][cH:13]2)[cH:6][cH:7]1)[C:16]([CH3:15])=[O:18]. The reactants are CN(C)C=O, COC(C)=C(C(=O)O)N1C(=O)C(NC(=O)COc2ccccc2)C1SS(=O)(=O)c1ccccc1OC, O=C(Cl)C(=O)Cl, C1COCCO1. Product: COC(C)=C(C(=O)O)N1C(=O)C(NC(=O)COc2ccccc2)C1SS(=O)(=O)c1ccccc1OC, [Cl-]. Reaction SMILES: [CH3:1][N:2]([CH3:3])[CH:4]=[O:5].[CH3:6][O:7][c:8]1[c:9]([S:14](=[O:15])(=[O:16])[S:17][CH:18]2[CH:19]([NH:31][C:32]([CH2:33][O:34][c:35]3[cH:36][cH:37][cH:38][cH:39][cH:40]3)=[O:41])[C:20](=[O:30])[N:21]2[C:22]([C:23](=[O:24])[OH:25])=[C:26]([CH3:27])[O:28][CH3:29])[cH:10][cH:11][cH:12][cH:13]1.[Cl:42][C:43]([C:44]([Cl:45])=[O:46])=[O:47].[O:48]1[CH2:49][CH2:50][O:51][CH2:52][CH2:53]1>>[CH3:6][O:7][c:8]1[c:9]([S:14](=[O:15])(=[O:16])[S:17][CH:18]2[CH:19]([NH:31][C:32]([CH2:33][O:34][c:35]3[cH:36][cH:37][cH:38][cH:39][cH:40]3)=[O:41])[C:20](=[O:30])[N:21]2[C:22]([C:23](=[O:24])[OH:25])=[C:26]([CH3:27])[O:28][CH3:29])[cH:10][cH:11][cH:12][cH:13]1.[Cl-:42]. Reactants: CCOC(=O)CC(=O)[O-], C1CCNCC1, CN(C)Cc1ccc(C=O)cc1, c1ccncc1. The product is CCOC(=O)C=Cc1ccc(CN(C)C)cc1. As a reaction SMILES: [CH2:13]([CH3:14])[O:15][C:16]([CH2:17][C:18]([O-:19])=[O:20])=[O:21].[CH2:22]1[CH2:23][CH2:24][NH:25][CH2:26][CH2:27]1.[CH3:1][N:2]([CH3:3])[CH2:4][c:5]1[cH:6][cH:7][c:8]([CH:9]=[O:10])[cH:11][cH:12]1.[cH:28]1[cH:29][cH:30][n:31][cH:32][cH:33]1>>[CH3:1][N:2]([CH3:3])[CH2:4][c:5]1[cH:6][cH:7][c:8]([CH:9]=[CH:17][C:16]([O:15][CH2:13][CH3:14])=[O:21])[cH:11][cH:12]1. Starting materials: Nc1ncc(Br)nc1Br, Cc1ccccc1, OB(O)c1ccccc1. Yields the product Nc1ncc(Br)nc1-c1ccccc1. Reaction SMILES: [Br:1][c:2]1[c:3]([NH2:9])[n:4][cH:5][c:6]([Br:8])[n:7]1.[CH3:19][c:20]1[cH:21][cH:22][cH:23][cH:24][cH:25]1.[c:10]1([B:16]([OH:17])[OH:18])[cH:11][cH:12][cH:13][cH:14][cH:15]1>>[c:2]1(-[c:10]2[cH:11][cH:12][cH:13][cH:14][cH:15]2)[c:3]([NH2:9])[n:4][cH:5][c:6]([Br:8])[n:7]1. Starting materials: BrC=1C=CC2=C(NC(=N2)[C@H](CC)NC(OC(C)(C)C)=O)C1 ((S)-tert-butyl (1-(6-bromo-1H-benzo[d]imidazol-2-yl)propyl)carbamate), C([O-])([O-])=O.[K+].[K+] (potassium carbonate), COCCl (chloromethyl methyl ether). Solvent: CN(C=O)C (N,N-dimethylformamide), C(C)(=O)OCC (ethyl acetate). Conditions: time 16 hour. Yields the product BrC=1C=CC2=C(N(C(=N2)[C@H](CC)NC(OC(C)(C)C)=O)COC)C1 ((S)-tert-Butyl (1-(6-bromo-1-(methoxymethyl)-1H-benzo[d]imidazol-2-yl)propyl)carbamate). The yield is 53.9%. As a reaction SMILES: [Br:1][C:2]1[CH:3]=[CH:4][C:5]2[N:9]=[C:8]([C@@H:10]([NH:13][C:14](=[O:20])[O:15][C:16]([CH3:19])([CH3:18])[CH3:17])[CH2:11][CH3:12])[NH:7][C:6]=2[CH:21]=1.C(=O)([O-])[O-].[K+].[K+].[CH3:28][O:29][CH2:30]Cl>CN(C)C=O.C(OCC)(=O)C>[Br:1][C:2]1[CH:3]=[CH:4][C:5]2[N:9]=[C:8]([C@@H:10]([NH:13][C:14](=[O:20])[O:15][C:16]([CH3:17])([CH3:19])[CH3:18])[CH2:11][CH3:12])[N:7]([CH2:28][O:29][CH3:30])[C:6]=2[CH:21]=1 |f:1.2.3|. Reported procedure: To a solution of (S)-tert-butyl (1-(6-bromo-1H-benzo[d]imidazol-2-yl)propyl)carbamate (Preparation 18, 0.97 g, 2.7 mmol) in N,N-dimethylformamide (10 mL) was added potassium carbonate (1.35 g, 9.77 mmol) and chloromethyl methyl ether (0.40 mL, 5.3 mmol), and the reaction was stirred at room temperature for 16 hours. The reaction was diluted with ethyl acetate and washed with water and brine. The organic layer was dried over MgSO4, filtered, and concentrated in vacuo. The residue was purified by ... The reactants are NN1CCC2=CC(=CC=C12)Cl (1-amino-5-chloroindoline), C1(=CC=CC=C1)CC(C)=O (phenylacetone), C(C)(=O)[O-].[Na+] (sodium acetate). Solvent: C(C)(=O)O (acetic acid). The product is ClC=1C=C2CCN3C2=C(C1)C(=C3C)C3=CC=CC=C3 (7-Chloro-1,2-dihydro-4-methyl-5-phenylpyrrolo[3,2,1-hi]indole). RXN SMILES: N[N:2]1[C:10]2[C:5](=[CH:6][C:7]([Cl:11])=[CH:8][CH:9]=2)[CH2:4][CH2:3]1.[C:12]1([CH2:18][C:19](=O)[CH3:20])[CH:17]=[CH:16][CH:15]=[CH:14][CH:13]=1.C([O-])(=O)C.[Na+]>C(O)(=O)C>[Cl:11][C:7]1[CH:6]=[C:5]2[C:10]3=[C:9]([C:18]([C:12]4[CH:17]=[CH:16][CH:15]=[CH:14][CH:13]=4)=[C:19]([CH3:20])[N:2]3[CH2:3][CH2:4]2)[CH:8]=1 |f:2.3|. Reported procedure: A mixture of 13 g. (0.077 mole) of 1-amino-5-chloroindoline, 10 g. (0.073 mole) of phenylacetone and 10 g. of sodium acetate in 120 ml. of glacial acetic acid was heated on a steam bath for 1 hour. The mixture was cooled, filtered and the solid material washed with acetic acid and water. The product was recrystallized from benzene-isooctane; yield 12.7 g. (65%); m.p. 202°-204°C.).